The task is: describe an organic reaction: reactants, conditions, products, and yield. This data is from the Open Reaction Database (ORD), a public repository of structured organic reaction records. Reactants: NCC(COCC=1NC(=C(C(C1C(=O)OCC)C1=C(C(=CC=C1)Cl)Cl)C(=O)OC)C)(C)O (1-amino-3-{[4-(2,3-dichlorophenyl)-3-ethoxycarbonyl-5-methoxycarbonyl-6-methyl-1,4-dihydropyrid-2-yl]methoxy}-2-hydroxy-2-methylpropane), CN(/C=N/N=C/N(C)C)C (N,N-dimethylformamide azine), C1(=CC=C(C=C1)S(=O)(=O)O)C (para-toluenesulphonic acid). Run in C1(=CC=CC=C1)C (toluene). Product: ClC1=C(C=CC=C1Cl)C1C(=C(NC(=C1C(=O)OC)C)COCC(CN1C=NN=C1)(C)O)C(=O)OCC (1-{[4-(2,3-Dichlorophenyl)-3-ethoxycarbonyl-5-methoxycarbonyl-6-methyl-1,4-dihydropyrid-2-yl]methoxy}-2-hydroxy-2-methyl-3-(1,2,4-triazol-4-yl)propane). Yield: 65.1%. RXN SMILES: [NH2:1][CH2:2][C:3]([OH:32])([CH3:31])[CH2:4][O:5][CH2:6][C:7]1[NH:8][C:9]([CH3:30])=[C:10]([C:26]([O:28][CH3:29])=[O:27])[CH:11]([C:18]2[CH:23]=[CH:22][CH:21]=[C:20]([Cl:24])[C:19]=2[Cl:25])[C:12]=1[C:13]([O:15][CH2:16][CH3:17])=[O:14].CN(C)/[CH:35]=[N:36]/[N:37]=[CH:38]/N(C)C.C1(C)C=CC(S(O)(=O)=O)=CC=1>C1(C)C=CC=CC=1>[Cl:25][C:19]1[C:20]([Cl:24])=[CH:21][CH:22]=[CH:23][C:18]=1[CH:11]1[C:10]([C:26]([O:28][CH3:29])=[O:27])=[C:9]([CH3:30])[NH:8][C:7]([CH2:6][O:5][CH2:4][C:3]([OH:32])([CH3:31])[CH2:2][N:1]2[CH:38]=[N:37][N:36]=[CH:35]2)=[C:12]1[C:13]([O:15][CH2:16][CH3:17])=[O:14]. Procedure details: A solution of 1-amino-3-{[4-(2,3-dichlorophenyl)-3-ethoxycarbonyl-5-methoxycarbonyl-6-methyl-1,4-dihydropyrid-2-yl]methoxy}-2-hydroxy-2-methylpropane (0.25 g), N,N-dimethylformamide azine (0.21 g) and para-toluenesulphonic acid (10 mg) in toluene (10 ml) was heated under reflux for 1.5 hours and then partitioned between ethyl acetate and water. The layers were separated and the organic layer was washed with water, dried over Na2SO4 and evaporated. The residue was purified by chromatography on Si... Starting materials: CC1=CC=C(C=C1)C1=C(C=CC=C1)Cl (4′-methyl-2-chloro-biphenyl), C1CC(=O)N(C1=O)Br (NBS), CC(C)(C#N)N=NC(C)(C)C#N (AIBN). Solvent: C(Cl)(Cl)(Cl)Cl (CCl4), C(Cl)Cl (CH2Cl2). Yields the product BrCC1=CC=C(C=C1)C1=C(C=CC=C1)Cl (4′-Bromomethyl-2-chloro-biphenyl). Isolated yield 61.3%. Reaction SMILES: [CH3:1][C:2]1[CH:7]=[CH:6][C:5]([C:8]2[CH:13]=[CH:12][CH:11]=[CH:10][C:9]=2[Cl:14])=[CH:4][CH:3]=1.C1C(=O)N([Br:22])C(=O)C1.CC(N=NC(C#N)(C)C)(C#N)C>C(Cl)(Cl)(Cl)Cl.C(Cl)Cl>[Br:22][CH2:1][C:2]1[CH:3]=[CH:4][C:5]([C:8]2[CH:13]=[CH:12][CH:11]=[CH:10][C:9]=2[Cl:14])=[CH:6][CH:7]=1. Procedure: A mixture of 4′-methyl-2-chloro-biphenyl (1.08 g, 5.33 mmol), NBS (1.14 g, 6.40 mmol) and AIBN (175 mg, 1.06 mmol) in CCl4 (37 mL) was heated at reflux for 3 h. The reaction mixture was diluted with CH2Cl2 and the organic solution was washed sequentially with aqueous saturated NaHCO3 (2×), water (1×), and brine (1×). The organic solution was dried over MgSO4, filtered, and concentrated in vacuo. The product was purified by flash chromatography (hexanes to 5% EtOAc/hexanes) to afford the title co... Starting materials: O=C1C(Br)=CC(Br)(Br)C=C1Br, ClCCl, Nc1ccccc1[N+](=O)[O-]. Product: Nc1ccc(Br)cc1[N+](=O)[O-]. As a reaction SMILES: [Br:11][C:12]1=[CH:21][C:18]([Br:19])([Br:20])[CH:17]=[C:15]([Br:16])[C:13]1=[O:14].[Cl:22][CH2:23][Cl:24].[N+:1](=[O:2])([O-:3])[c:4]1[c:5]([NH2:6])[cH:7][cH:8][cH:9][cH:10]1>>[N+:1](=[O:2])([O-:3])[c:4]1[c:5]([NH2:6])[cH:7][cH:8][c:9]([Br:11])[cH:10]1. Reactants: ClC=1C=C(C=CC1NC(=O)N1CCC2=CC=CC=C12)CC(=O)OCC (ethyl 3-chloro-4-(1-indolinylcarbonylamino)phenylacetate), [OH-].[Na+] (NaOH), C1CCOC1 (THF). The solvent is Cl (hydrochloric acid). Yields the product ClC=1C=C(C=CC1NC(=O)N1CCC2=CC=CC=C12)CC(=O)O (3-chloro-4-(1-indolinylcarbonylamino)phenylacetic acid). The yield is 60.4%. RXN SMILES: [Cl:1][C:2]1[CH:3]=[C:4]([CH2:20][C:21]([O:23]CC)=[O:22])[CH:5]=[CH:6][C:7]=1[NH:8][C:9]([N:11]1[C:19]2[C:14](=[CH:15][CH:16]=[CH:17][CH:18]=2)[CH2:13][CH2:12]1)=[O:10].[OH-].[Na+].C1COCC1>Cl>[Cl:1][C:2]1[CH:3]=[C:4]([CH2:20][C:21]([OH:23])=[O:22])[CH:5]=[CH:6][C:7]=1[NH:8][C:9]([N:11]1[C:19]2[C:14](=[CH:15][CH:16]=[CH:17][CH:18]=2)[CH2:13][CH2:12]1)=[O:10] |f:1.2|. Procedure details: To ethyl 3-chloro-4-(1-indolinylcarbonylamino)phenylacetate (3.07 g, 8.56 mmol) were added 0.25N NaOH (68.4 ml, 17.1 mmol) and THF (70 ml). The mixture was heated and refluxed for 4 hours. After cooling, the reaction mixture was poured in 1N hydrochloric acid (50 ml). The crystals thus precipitated were collected by filtration, and dried under reduced pressure for 12 hours, whereby 3-chloro-4-(1-indolinylcarbonylamino)phenylacetic acid (1.71 g, 60%) was obtained as a colorless crystalline powder... The reactants are BrC=1C(=C(C(=C(C(=O)OC)C1)NC1=C(C=CC=C1)F)F)F (methyl 5-bromo-3,4-difluoro-2-((2-fluorophenyl)amino)benzoate), P (phosphine), C1(=CC=CC=C1)CS (phenylmethanethiol). The reagents and catalysts are [Pd] (Pd). The product is C(C1=CC=CC=C1)SC=1C(=C(C(=C(C(=O)OC)C1)NC1=C(C=CC=C1)F)F)F (Methyl 5-(benzylthio)-3,4-difluoro-2-((2-fluorophenyl)amino)benzoate). Reaction SMILES: Br[C:2]1[C:3]([F:21])=[C:4]([F:20])[C:5]([NH:12][C:13]2[CH:18]=[CH:17][CH:16]=[CH:15][C:14]=2[F:19])=[C:6]([CH:11]=1)[C:7]([O:9][CH3:10])=[O:8].P.[C:23]1([CH2:29][SH:30])[CH:28]=[CH:27][CH:26]=[CH:25][CH:24]=1>[Pd]>[CH2:29]([S:30][C:2]1[C:3]([F:21])=[C:4]([F:20])[C:5]([NH:12][C:13]2[CH:18]=[CH:17][CH:16]=[CH:15][C:14]=2[F:19])=[C:6]([CH:11]=1)[C:7]([O:9][CH3:10])=[O:8])[C:23]1[CH:28]=[CH:27][CH:26]=[CH:25][CH:24]=1. Reported procedure: To a solution of methyl 5-bromo-3,4-difluoro-2-((2-fluorophenyl)amino)benzoate in appropriate solvent is added base under nitrogen atmosphere, followed by Pd catalyst, phosphine ligand and phenylmethanethiol. The reaction is generally carried out at high temperature (80-130° C., prefer 90-110° C.) and normally complete within several hours (8-24 h, prefer 12-18 h). Methyl 5-(benzylthio)-3,4-difluoro-2-((2-fluorophenyl)amino)benzoate is obtained after conventional workup. The reactants are O1CCCC1 (tetrahydrofuran), CO (methanol), C(C)OC(CC1=C(C=C(C=C1)C#CC1=CC=2C(CCC(C2C=C1)N(C)C1CC1)(C)C)F)=O ([4-(5-(cyclopropyl-methyl-amino)-8,8-dimethyl-5,6,7,8-tetrahydro-naphthalene-2-ylethynyl)-2fluoro-phenyl]-acetic acid ethyl ester), C(C)OC(CC1=C(C=C(C=C1)C#CC1=CC=2C(CCC(C2C=C1)N(C)C1CC1)(C)C)F)=O ([4-(5-(cyclopropyl-methyl-amino)-8,8-dimethyl-5,6,7,8-tetrahydro-naphthalene-2-ylethynyl)-2fluoro-phenyl]-acetic acid ethyl ester), O.[OH-].[Li+] (lithium hydroxide monohydrate). Run in O (water). Yields the product C1(CC1)N(C1C=2C=CC(=CC2C(CC1)(C)C)C#CC1=CC(=C(C=C1)CC(=O)O)F)C ([4-(5-(Cyclopropyl-methyl-amino)-8,8-dimethyl-5,6,7,8-tetrahydro-naphthalene-2-yl-ethynyl)-2-fluoro-phenyl]-acetic acid), solid. The yield is 95.0%. RXN SMILES: C([O:3][C:4](=[O:32])[CH2:5][C:6]1[CH:11]=[CH:10][C:9]([C:12]#[C:13][C:14]2[CH:23]=[CH:22][C:21]3[CH:20]([N:24]([CH:26]4[CH2:28][CH2:27]4)[CH3:25])[CH2:19][CH2:18][C:17]([CH3:30])([CH3:29])[C:16]=3[CH:15]=2)=[CH:8][C:7]=1[F:31])C.CO.O1CCCC1.O.[OH-].[Li+]>O>[CH:26]1([N:24]([CH3:25])[CH:20]2[CH2:19][CH2:18][C:17]([CH3:30])([CH3:29])[C:16]3[CH:15]=[C:14]([C:13]#[C:12][C:9]4[CH:10]=[CH:11][C:6]([CH2:5][C:4]([OH:32])=[O:3])=[C:7]([F:31])[CH:8]=4)[CH:23]=[CH:22][C:21]2=3)[CH2:28][CH2:27]1 |f:3.4.5|. Procedure details: Following general procedure J and using [4-(5-(cyclopropyl-methyl-amino)-8,8-dimethyl-5,6,7,8-tetrahydro-naphthalene-2-ylethynyl)-2fluoro-phenyl]-acetic acid ethyl ester (Compound 17, 0.025 g, 0.059 mmol), methanol (1 mL), tetrahydrofuran (1 mL), water (0.5 mL) and lithium hydroxide monohydrate (0.060 g, 1.43 mmol), the title compound was obtained as a white solid (0.023 g, 95%).